This data is from the Open Reaction Database (ORD), a public repository of structured organic reaction records. The task is: describe an organic reaction: reactants, conditions, products, and yield Reactants: C(C)(=O)Cl (Acetyl chloride), C(C)C=1C(=NC(=C(C(=N)NO)C1)C)OC (5-ethyl-N-hydroxy-6-methoxy-2-methylnicotinamidine), N1=CC=CC=C1 (pyridine), C(C)(=O)Cl (acetyl chloride). Reaction conditions: temperature 98 celsius. The product is CC=1NC(C(=CC1C=1C=C(C#N)C=CC1)C)=O (3-(2,5-Dimethyl-6-oxo-1,6-dihydropyridin-3-yl)benzonitrile). The yield is 20.0%. As a reaction SMILES: [C:1](Cl)(=O)C.[CH2:5]([C:7]1[C:8]([O:18]C)=[N:9][C:10]([CH3:17])=[C:11]([CH:16]=1)[C:12](NO)=N)C.[N:20]1[CH:25]=[CH:24][CH:23]=[CH:22][CH:21]=1>>[CH3:17][C:10]1[NH:9][C:8](=[O:18])[C:7]([CH3:5])=[CH:16][C:11]=1[C:12]1[CH:1]=[C:24]([CH:23]=[CH:22][CH:21]=1)[C:25]#[N:20]. Procedure details: Acetyl chloride (121 μL, 1.70 mmol) is added drop-wise to a mixture of 5-ethyl-N-hydroxy-6-methoxy-2-methylnicotinamidine (formed on 1.705 mmol scale) in pyridine (5 mL) under a nitrogen atmosphere. After the vigorous reaction has ceased, the mixture is heated at 98° C. for 22 hr. LC/MS indicates the reaction is incomplete and a further amount of acetyl chloride (50 μL) is added and the reaction mixture is heated for an additional 40 min. The reaction mixture is allowed to cool, then evaporated ... Starting materials: BrC1=C(C=CC(=C1)OC)O (2-bromo-4-methoxyphenol), BrCC(OCC)OCC (2-bromo-1,1-diethoxyethane), C(=O)([O-])[O-].[Cs+].[Cs+] (Cs2CO3). The solvent is CN(C)C=O (DMF), CCOC(=O)C (EtOAc). Conditions: temperature 120 celsius, time 2 hour. The product is BrC1=C(C=CC(=C1)OC)OCC(OCC)OCC (2-bromo-1-(2,2-diethoxyethoxy)-4-methoxybenzene). RXN SMILES: [Br:1][C:2]1[CH:7]=[C:6]([O:8][CH3:9])[CH:5]=[CH:4][C:3]=1[OH:10].Br[CH2:12][CH:13]([O:17][CH2:18][CH3:19])[O:14][CH2:15][CH3:16].C([O-])([O-])=O.[Cs+].[Cs+]>CN(C=O)C.CCOC(C)=O>[Br:1][C:2]1[CH:7]=[C:6]([O:8][CH3:9])[CH:5]=[CH:4][C:3]=1[O:10][CH2:12][CH:13]([O:17][CH2:18][CH3:19])[O:14][CH2:15][CH3:16] |f:2.3.4|. Reported procedure: A mixture of the product from Step A (1.01 g, 5 mmol), 2-bromo-1,1-diethoxyethane (1.05 g, 5.25 mmol) and Cs2CO3 (2.04 g, 6 mmol) in DMF (10 mL) was stirred at 120° C. for 2 hrs. The reaction was cooled to room temperature. The mixture was diluted with EtOAc (200 mL) and washed with brine (50 mL), dried over anhydrous sodium sulfate and concentrated. The residue was purified by column chromatography (eluted with PE:EtOAc=6:1) to the title compound (2.7 g, 85%) as an oil. 1H-NMR (600 MHz, CDCl3) ... The product is CS(=O)C1=CC=C(OC(C)C2=CC=NC=3N2N=CN3)C=C1 (7-[1-(4-methylsulphinylphenoxy)ethyl]-1,2,4-triazolo[1,5-a]pyrimidine). The reactants are ClC1=CC(=CC=C1)C(=O)OO (3-chloroperbenzoic acid), CSC1=CC=C(OC(C)C2=CC=NC=3N2N=CN3)C=C1 (7-{1-[4-(methylthio)phenoxy]ethyl}-1,2,4-triazolo[1,5-a]pyrimidine). Conditions: temperature -78 celsius, time 2 hour. The solvent is ClCCl (dichloromethane), ClCCl (dichloromethane). RXN SMILES: ClC1C=CC=C(C(OO)=[O:9])C=1.[CH3:12][S:13][C:14]1[CH:31]=[CH:30][C:17]([O:18][CH:19]([C:21]2[N:26]3[N:27]=[CH:28][N:29]=[C:25]3[N:24]=[CH:23][CH:22]=2)[CH3:20])=[CH:16][CH:15]=1>ClCCl>[CH3:12][S:13]([C:14]1[CH:15]=[CH:16][C:17]([O:18][CH:19]([C:21]2[N:26]3[N:27]=[CH:28][N:29]=[C:25]3[N:24]=[CH:23][CH:22]=2)[CH3:20])=[CH:30][CH:31]=1)=[O:9]. Procedure: A solution of 3-chloroperbenzoic acid (0.63 g) in dichloromethane (30 ml) was added dropwise at -78° C. to a stirred solution of 7-{1-[4-(methylthio)phenoxy]ethyl}-1,2,4-triazolo[1,5-a]pyrimidine (0.89 g, prepared in a similar manner to that described in Example 9) in dichloromethane (30 ml). The reaction mixture was stirred at -78° C. for 2 hours, washed with a 10% aqueous solution of sodium hydrogen carbonate followed by water. The organic layer was dried and the solvent was evaporated under r... Reactants: ClCCl, O=CCCc1cc(-c2ccc(Cl)cc2)no1, c1ccc(C(c2ccccc2)N2CCNCC2)cc1. Product: Clc1ccc(-c2cc(CCCN3CCN(C(c4ccccc4)c4ccccc4)CC3)on2)cc1. RXN SMILES: [CH2:36]([Cl:37])[Cl:38].[Cl:1][c:2]1[cH:3][cH:4][c:5](-[c:8]2[n:9][o:10][c:11]([CH2:13][CH2:14][CH:15]=[O:16])[cH:12]2)[cH:6][cH:7]1.[c:17]1([CH:23]([N:24]2[CH2:25][CH2:26][NH:27][CH2:28][CH2:29]2)[c:30]2[cH:31][cH:32][cH:33][cH:34][cH:35]2)[cH:18][cH:19][cH:20][cH:21][cH:22]1>>[Cl:1][c:2]1[cH:3][cH:4][c:5](-[c:8]2[n:9][o:10][c:11]([CH2:13][CH2:14][CH2:15][N:27]3[CH2:26][CH2:25][N:24]([CH:23]([c:17]4[cH:18][cH:19][cH:20][cH:21][cH:22]4)[c:30]4[cH:31][cH:32][cH:33][cH:34][cH:35]4)[CH2:29][CH2:28]3)[cH:12]2)[cH:6][cH:7]1. Starting materials: [BH4-].[Na+] (Sodium borohydride), C1(=CC=CC=C1)C1=NC2=CC=CC=C2C=C1C=O (2-phenyl-quinoline-3-carbaldehyde). Solvent: CO (MeOH). Reaction conditions: time 1 hour. The product is C1(=CC=CC=C1)C1=NC2=CC=CC=C2C=C1CO ((2-Phenylquinolin-3-yl)methanol). RXN SMILES: [BH4-].[Na+].[C:3]1([C:9]2[C:18]([CH:19]=[O:20])=[CH:17][C:16]3[C:11](=[CH:12][CH:13]=[CH:14][CH:15]=3)[N:10]=2)[CH:8]=[CH:7][CH:6]=[CH:5][CH:4]=1>CO>[C:3]1([C:9]2[C:18]([CH2:19][OH:20])=[CH:17][C:16]3[C:11](=[CH:12][CH:13]=[CH:14][CH:15]=3)[N:10]=2)[CH:4]=[CH:5][CH:6]=[CH:7][CH:8]=1 |f:0.1|. Procedure details: Sodium borohydride (45 mg, 1.18 mmol) was added to a solution of 2-phenyl-quinoline-3-carbaldehyde (212 mg, 0.91 mmol) in MeOH (7 mL) and the reaction mixture was stirred at r.t. for 1 h. The reaction was quenched by the addition of glacial AcOH (0.1 mL) and the solvent was removed in vacuo. The residue was partitioned between EtOAc and 10% aqueous K2CO3 solution. The organic phase was dried (MgSO4) and the solvent removed in vacuo to give the title compound (quantitative) as a clear oil which c...